Dataset: the Open Reaction Database (ORD), a public repository of structured organic reaction records. Task: describe an organic reaction: reactants, conditions, products, and yield The reactants are Cl, Oc1ccc(F)cc1, CC(C)C(=O)Nc1cccc(C2CCN(CCCCCC(O)c3ccccc3)CC2)c1. Yields the product CC(C)C(=O)Nc1cccc(C2CCN(CCCCCC(Oc3ccc(F)cc3)c3ccccc3)CC2)c1. As a reaction SMILES: [ClH:40].[F:1][c:2]1[cH:3][cH:4][c:5]([OH:8])[cH:6][cH:7]1.[OH:9][CH:10]([CH2:11][CH2:12][CH2:13][CH2:14][CH2:15][N:16]1[CH2:17][CH2:18][CH:19]([c:22]2[cH:23][c:24]([NH:28][C:29]([CH:30]([CH3:31])[CH3:32])=[O:33])[cH:25][cH:26][cH:27]2)[CH2:20][CH2:21]1)[c:34]1[cH:35][cH:36][cH:37][cH:38][cH:39]1>>[F:1][c:2]1[cH:3][cH:4][c:5]([O:8][CH:10]([CH2:11][CH2:12][CH2:13][CH2:14][CH2:15][N:16]2[CH2:17][CH2:18][CH:19]([c:22]3[cH:23][c:24]([NH:28][C:29]([CH:30]([CH3:31])[CH3:32])=[O:33])[cH:25][cH:26][cH:27]3)[CH2:20][CH2:21]2)[c:34]2[cH:35][cH:36][cH:37][cH:38][cH:39]2)[cH:6][cH:7]1. The reactants are C(C)S(=O)(=O)Cl (ethanesulfonyl chloride), [H-].[Na+] (sodium hydride), oil, [N+](=O)([O-])C1=NNC=C1 (3-Nitro-1H-pyrazole). Run in CN(C=O)C (N,N-dimethylformamide), C(C)(=O)OCC (ethyl acetate). Product: C(C)S(=O)(=O)N1N=C(C=C1)[N+](=O)[O-] (1-ethanesulfonyl-3-nitro-1H-pyrazole). The yield is 76.1%. Reaction SMILES: [N+:1]([C:4]1[CH:8]=[CH:7][NH:6][N:5]=1)([O-:3])=[O:2].[H-].[Na+].[CH2:11]([S:13](Cl)(=[O:15])=[O:14])[CH3:12]>CN(C)C=O.C(OCC)(=O)C>[CH2:11]([S:13]([N:6]1[CH:7]=[CH:8][C:4]([N+:1]([O-:3])=[O:2])=[N:5]1)(=[O:15])=[O:14])[CH3:12] |f:1.2|. Reported procedure: 3-Nitro-1H-pyrazole (prepared in example 3, 100 mg, 0.89 mmol) was dissolved in anhydrous N,N-dimethylformamide (4 mL) and a 60% dispersion of sodium hydride in mineral oil (39 mg, 0.94 mmol) was added while stirring under nitrogen. After the effervescence ceased and the mixture was stirred for an additional 10 min, the ethanesulfonyl chloride (94 μL, 1.00 mmol) was added. The mixture was continued to stir under nitrogen for 16 h. The solution was diluted with ethyl acetate (50 mL), washed with ...